This data is from the Open Reaction Database (ORD), a public repository of structured organic reaction records. The task is: describe an organic reaction: reactants, conditions, products, and yield Starting materials: ClC=1C(=C(C=C(C1)Cl)S(=O)(=O)N(CC1=CC=C(C=C1)OC1=CC=C(C=C1)F)CC=1C=C(CNC(OC(C)(C)C)=O)C=CC1)O (tert-butyl 3-((3,5-dichloro-N-(4-(4-fluorophenoxy)benzyl)-2-hydroxyphenylsulfonamido)methyl)benzylcarbamate), C(=O)(C(F)(F)F)O (TFA). Solvent: C(Cl)Cl (CH2Cl2). Conditions: time 3 hour. Yields the product NCC=1C=C(CN(S(=O)(=O)C2=C(C(=CC(=C2)Cl)Cl)O)CC2=CC=C(C=C2)OC2=CC=C(C=C2)F)C=CC1 (N-(3-(Aminomethyl)benzyl)-3,5-dichloro-N-(4-(4-fluorophenoxy)benzyl)-2-hydroxybenzenesulfonamide). The yield is 78.2%. As a reaction SMILES: [Cl:1][C:2]1[C:3]([OH:44])=[C:4]([S:9]([N:12]([CH2:28][C:29]2[CH:30]=[C:31]([CH:41]=[CH:42][CH:43]=2)[CH2:32][NH:33]C(=O)OC(C)(C)C)[CH2:13][C:14]2[CH:19]=[CH:18][C:17]([O:20][C:21]3[CH:26]=[CH:25][C:24]([F:27])=[CH:23][CH:22]=3)=[CH:16][CH:15]=2)(=[O:11])=[O:10])[CH:5]=[C:6]([Cl:8])[CH:7]=1.C(O)(C(F)(F)F)=O>C(Cl)Cl>[NH2:33][CH2:32][C:31]1[CH:30]=[C:29]([CH:43]=[CH:42][CH:41]=1)[CH2:28][N:12]([CH2:13][C:14]1[CH:15]=[CH:16][C:17]([O:20][C:21]2[CH:26]=[CH:25][C:24]([F:27])=[CH:23][CH:22]=2)=[CH:18][CH:19]=1)[S:9]([C:4]1[CH:5]=[C:6]([Cl:8])[CH:7]=[C:2]([Cl:1])[C:3]=1[OH:44])(=[O:10])=[O:11]. Reported procedure: To a solution of tert-butyl 3-((3,5-dichloro-N-(4-(4-fluorophenoxy)benzyl)-2-hydroxyphenylsulfonamido)methyl)benzylcarbamate (0.98 g, 1.48 mmol) in CH2Cl2 (15 mL) was added TFA (2.28 mL, 29.6 mmol). The reaction mixture was stirred at rt for 3 h. The mixture was concentrated and the residue was partitioned between ethyl acetate and saturated NaHCO3 solution. The organic layer (clear solution) was washed with brine, dried over MgSO4 and concentrated to give white solid (0.65 g, 70%). 1H NMR (DMSO... Reactants: CCCCCCCCCCCCCCCCCC(=O)O, ClC(Cl)Cl, O=C1CCC(=O)N1Cl, O=S(=O)(O)Cl, N#CC(C#N)=c1ccc(=C(C#N)C#N)cc1. Yields the product CCCCCCCCCCCCCCCCC(Cl)C(=O)O. RXN SMILES: [CH3:1][CH2:2][CH2:3][CH2:4][CH2:5][CH2:6][CH2:7][CH2:8][CH2:9][CH2:10][CH2:11][CH2:12][CH2:13][CH2:14][CH2:15][CH2:16][CH2:17][C:18]([OH:19])=[O:20].[CH:50]([Cl:51])([Cl:52])[Cl:53].[Cl:21][N:22]1[C:23](=[O:24])[CH2:25][CH2:26][C:27]1=[O:28].[Cl:29][S:30]([OH:31])(=[O:32])=[O:33].[c:34]1(=[C:35]([C:36]#[N:37])[C:38]#[N:39])[cH:40][cH:41][c:42](=[C:43]([C:44]#[N:45])[C:46]#[N:47])[cH:48][cH:49]1>>[CH3:1][CH2:2][CH2:3][CH2:4][CH2:5][CH2:6][CH2:7][CH2:8][CH2:9][CH2:10][CH2:11][CH2:12][CH2:13][CH2:14][CH2:15][CH2:16][CH:17]([C:18]([OH:19])=[O:20])[Cl:21]. Reactants: C(C)(C)(C)OC(NC(C(N1CCN(CC1)C=1C2=C(N=CN1)C=CS2)=O)CC2=CC=C(C=C2)Cl)=O ([1-(4-chlorobenzyl)-2-oxo-2-(4-thieno[3,2-d]pyrimidin-4-yl-piperazin-1-yl)-ethyl]-carbamic acid tert-butyl ester), Cl (HCl). Run in C(Cl)Cl (DCM), O1CCOCC1 (Dioxane). Conditions: time 4 hour. Yields the product Cl.Cl.NC(C(=O)N1CCN(CC1)C=1C2=C(N=CN1)C=CS2)CC2=CC=C(C=C2)Cl (2-amino-3-(4-chlorophenyl)-1-(4-thieno[3,2-d]pyrimidin-4-yl-piperazin-1-yl)-propan-1-one dihydrochloride). As a reaction SMILES: C(OC(=O)[NH:7][CH:8]([CH2:26][C:27]1[CH:32]=[CH:31][C:30]([Cl:33])=[CH:29][CH:28]=1)[C:9](=[O:25])[N:10]1[CH2:15][CH2:14][N:13]([C:16]2[C:17]3[S:24][CH:23]=[CH:22][C:18]=3[N:19]=[CH:20][N:21]=2)[CH2:12][CH2:11]1)(C)(C)C.[ClH:35]>C(Cl)Cl.O1CCOCC1>[ClH:33].[ClH:35].[NH2:7][CH:8]([CH2:26][C:27]1[CH:32]=[CH:31][C:30]([Cl:33])=[CH:29][CH:28]=1)[C:9]([N:10]1[CH2:15][CH2:14][N:13]([C:16]2[C:17]3[S:24][CH:23]=[CH:22][C:18]=3[N:19]=[CH:20][N:21]=2)[CH2:12][CH2:11]1)=[O:25] |f:4.5.6|. Procedure details: To a solution of [1-(4-chlorobenzyl)-2-oxo-2-(4-thieno[3,2-d]pyrimidin-4-yl-piperazin-1-yl)-ethyl]-carbamic acid tert-butyl ester in DCM (2 mL) was added HCl in Dioxane (4M, 1 mL). The mixture was stirred at room temperature for 4 hours. The solvent was removed to afford 2-amino-3-(4-chlorophenyl)-1-(4-thieno[3,2-d]pyrimidin-4-yl-piperazin-1-yl)-propan-1-one dihydrochloride quantitatively. MS (ESI+) [M+H]+ 402. Starting materials: C(Br)(Br)Br (bromoform), CC(=CCCC(C)(C#C)O)C (Dehydrolinalool), C(Br)(Br)Br (bromoform), [OH-].[Na+] (sodium hydroxide). Reagents/catalysts: [Cl-].C(C)[N+](CC1=CC=CC=C1)(CC)CC (triethylbenzylammonium chloride), [Cl-].C(C)[N+](CC1=CC=CC=C1)(CC)CC (triethylbenzylammonium chloride). Product: BrC1(C(C1(C)C)CCC(C#C)(O)C)Br (5-(2'2'-dibromo-3'3'-dimethylcyclopropyl)-3-methyl-1-pentyn-3-ol). The yield is 84.5%. Reaction SMILES: [CH3:1][C:2]([CH3:11])=[CH:3][CH2:4][CH2:5][C:6]([OH:10])([C:8]#[CH:9])[CH3:7].[CH:12]([Br:15])(Br)[Br:13].[OH-].[Na+]>[Cl-].C([N+](CC)(CC)CC1C=CC=CC=1)C>[Br:13][C:12]1([Br:15])[C:2]([CH3:1])([CH3:11])[CH:3]1[CH2:4][CH2:5][C:6]([CH3:7])([OH:10])[C:8]#[CH:9] |f:2.3,4.5|. Procedure details: Dehydrolinalool (60.8 g, 0.4 mol), bromoform (151.6 g, 0.6 mol) and 0.8 g of triethylbenzylammonium chloride are placed in a reaction flask and 64 g of a 50% sodium hydroxide solution are added during 30 minutes. The reaction is exothermic and the mixture is therefore cooled with ice. After stirring the mixture at room temperature for 21.5 hours the same amounts of bromoform and triethylbenzylammonium chloride are again added. The reaction becomes exothermic and is cooled with ice. The mixture i... The reactants are C(C(=O)O)(=O)O.C(C1=CC=CC=C1)OC(=O)NC1CCN(CC1)CCNC(=O)C1=NN(C2=CC=CC=C12)C(C)C (N-[2-(4-benzyloxycarbonylamino-1-piperidinyl)ethyl]-1-(2-propyl)-1H-indazole-3-carboxamide oxalate), base, [H][H] (hydrogen). Reagents/catalysts: [Pd] (Pd/C). The solvent is C(C)O (ethanol). Product: C(C(=O)O)(=O)O.C(C(=O)O)(=O)O.NC1CCN(CC1)CCNC(=O)C1=NN(C2=CC=CC=C12)C(C)C (N-[2-(4-amino-1-piperidinyl)ethyl]-1-(2-propyl)-1H-indazole-3-carboxamide dioxalate). As a reaction SMILES: [C:1]([OH:6])(=[O:5])[C:2]([OH:4])=[O:3].C(OC([NH:17][CH:18]1[CH2:23][CH2:22][N:21]([CH2:24][CH2:25][NH:26][C:27]([C:29]2[C:37]3[C:32](=[CH:33][CH:34]=[CH:35][CH:36]=3)[N:31]([CH:38]([CH3:40])[CH3:39])[N:30]=2)=[O:28])[CH2:20][CH2:19]1)=O)C1C=CC=CC=1.[H][H]>[Pd].C(O)C>[C:1]([OH:6])(=[O:5])[C:2]([OH:4])=[O:3].[C:1]([OH:6])(=[O:5])[C:2]([OH:4])=[O:3].[NH2:17][CH:18]1[CH2:19][CH2:20][N:21]([CH2:24][CH2:25][NH:26][C:27]([C:29]2[C:37]3[C:32](=[CH:33][CH:34]=[CH:35][CH:36]=3)[N:31]([CH:38]([CH3:40])[CH3:39])[N:30]=2)=[O:28])[CH2:22][CH2:23]1 |f:0.1,5.6.7|. Procedure details: The product from Example 8, as the free base (8.71 g, 18.8 mmol), was reacted with hydrogen gas in the presence of 5% Pd/C (25° C./18 h/60 PSI) in an ethanol solution. After filtering the catalyst, the ethanol was evaporated to 5.0 g oil. Crystallization as the dioxalate salt from methanol/water provided colorless crystals. Mp 232° C. Mass spectrum, m+ =329. Anal (C22H31N5O9) theory C, 51.86; H, 6.13; N, 13.75; found C, 51.61; H, 6.04; N, 13.48. Starting materials: FC(S(=O)(=O)OC=1N=CC2=CC=NC(=C2C1)NCC1CC1)(F)F (5-((cyclopropylmethyl)amino)-2,6-naphthyridin-3-yl trifluoromethanesulfonate), COC1=C(N)C=CC(=C1)C=1C=NN(C1)C (2-methoxy-4-(1-methyl-1H-pyrazol-4-yl)aniline). Yields the product C1(CC1)CNC1=NC=CC2=CN=C(C=C12)NC1=C(C=C(C=C1)C=1C=NN(C1)C)OC (N1-(cyclopropylmethyl)-N7-(2-methoxy-4-(1-methyl-1H-pyrazol-4-yl)phenyl)-2,6-naphthyridine-1,7-diamine). RXN SMILES: FC(F)(F)S(O[C:7]1[N:8]=[CH:9][C:10]2[C:15]([CH:16]=1)=[C:14]([NH:17][CH2:18][CH:19]1[CH2:21][CH2:20]1)[N:13]=[CH:12][CH:11]=2)(=O)=O.[CH3:24][O:25][C:26]1[CH:32]=[C:31]([C:33]2[CH:34]=[N:35][N:36]([CH3:38])[CH:37]=2)[CH:30]=[CH:29][C:27]=1[NH2:28]>>[CH:19]1([CH2:18][NH:17][C:14]2[C:15]3[C:10](=[CH:9][N:8]=[C:7]([NH:28][C:27]4[CH:29]=[CH:30][C:31]([C:33]5[CH:34]=[N:35][N:36]([CH3:38])[CH:37]=5)=[CH:32][C:26]=4[O:25][CH3:24])[CH:16]=3)[CH:11]=[CH:12][N:13]=2)[CH2:21][CH2:20]1. Reported procedure: The title compound was prepared according to Method 6 (Example 103) using 5-((cyclopropylmethyl)amino)-2,6-naphthyridin-3-yl trifluoromethanesulfonate (Preparation 96) and 2-methoxy-4-(1-methyl-1H-pyrazol-4-yl)aniline (Preparation 19) for 3 hours. The residue was purified using silica gel column chromatography eluting with 0-10% MeOH in DCM. Yields the product CCOC(=O)C(=O)c1ccc(Br)cc1C. RXN SMILES: [BH4-:1].[Br:18][c:19]1[cH:20][c:21]([CH3:34])[c:22]([C:25]([C:26](=[O:27])[O:28][CH2:29][CH3:30])=[N:31][O:32][CH3:33])[cH:23][cH:24]1.[CH2:38]1[O:39][CH2:40][CH2:41][CH2:42]1.[Cl:44][CH2:45][Cl:46].[ClH:35].[F:10][C:11]([F:12])([F:13])[C:14]([O:15][BH3-:16])=[O:17].[Na+:2].[Na+:37].[OH-:36].[OH2:43].[OH:3][C:4]([C:5]([F:6])([F:7])[F:8])=[O:9]>>[O:3]=[C:25]([c:22]1[c:21]([CH3:34])[cH:20][c:19]([Br:18])[cH:24][cH:23]1)[C:26](=[O:27])[O:28][CH2:29][CH3:30]. Reactants: [BH4-], CCOC(=O)C(=NOC)c1ccc(Br)cc1C, C1CCOC1, ClCCl, Cl, [BH3-]OC(=O)C(F)(F)F, [Na+], [Na+], [OH-], O, O=C(O)C(F)(F)F.